From a dataset of the Open Reaction Database (ORD), a public repository of structured organic reaction records. describe an organic reaction: reactants, conditions, products, and yield Reaction SMILES: [CH3:25][O:26][C:27]([CH2:28][O:29][c:30]1[cH:31][c:32]([NH2:36])[cH:33][cH:34][cH:35]1)=[O:37].[Cl:1][c:2]1[c:3]2[c:4]([n:5][cH:6][n:7]1)[o:8][c:9](-[c:19]1[cH:20][cH:21][cH:22][cH:23][cH:24]1)[c:10]2-[c:11]1[cH:12][cH:13][c:14]([O:17][CH3:18])[cH:15][cH:16]1.[Cl:38][CH2:39][Cl:40]>>[c:2]1([NH:36][c:32]2[cH:31][c:30]([O:29][CH2:28][C:27]([O:26][CH3:25])=[O:37])[cH:35][cH:34][cH:33]2)[c:3]2[c:4]([n:5][cH:6][n:7]1)[o:8][c:9](-[c:19]1[cH:20][cH:21][cH:22][cH:23][cH:24]1)[c:10]2-[c:11]1[cH:12][cH:13][c:14]([O:17][CH3:18])[cH:15][cH:16]1. Reactants: COC(=O)COc1cccc(N)c1, COc1ccc(-c2c(-c3ccccc3)oc3ncnc(Cl)c23)cc1, ClCCl. Yields the product COC(=O)COc1cccc(Nc2ncnc3oc(-c4ccccc4)c(-c4ccc(OC)cc4)c23)c1.